From a dataset of the Open Reaction Database (ORD), a public repository of structured organic reaction records. describe an organic reaction: reactants, conditions, products, and yield Reactants: CCNc1nccc(-c2cn(Cc3ccc(OC)cc3)nc2-c2cccc(NS(=O)(=O)c3cc(F)ccc3F)c2)n1, O=C(O)C(F)(F)F. Yields the product CCNc1nccc(-c2c[nH]nc2-c2cccc(NS(=O)(=O)c3cc(F)ccc3F)c2)n1. As a reaction SMILES: [CH2:1]([CH3:2])[NH:3][c:4]1[n:5][cH:6][cH:7][c:8](-[c:10]2[c:11](-[c:24]3[cH:25][c:26]([NH:30][S:31](=[O:32])(=[O:33])[c:34]4[c:35]([F:41])[cH:36][cH:37][c:38]([F:40])[cH:39]4)[cH:27][cH:28][cH:29]3)[n:12][n:13]([CH2:15][c:16]3[cH:17][cH:18][c:19]([O:20][CH3:21])[cH:22][cH:23]3)[cH:14]2)[n:9]1.[OH:42][C:43]([C:44]([F:45])([F:46])[F:47])=[O:48]>>[CH2:1]([CH3:2])[NH:3][c:4]1[n:5][cH:6][cH:7][c:8](-[c:10]2[c:11](-[c:24]3[cH:25][c:26]([NH:30][S:31](=[O:32])(=[O:33])[c:34]4[c:35]([F:41])[cH:36][cH:37][c:38]([F:40])[cH:39]4)[cH:27][cH:28][cH:29]3)[n:12][nH:13][cH:14]2)[n:9]1. Reactants: BrC1=CC(=C(C#N)C=C1)C (4-bromo-2-methylbenzonitrile), O1C(CCCC1)N1N=CC=C1B1OC(C(O1)(C)C)(C)C (1-(tetrahydro-2H-pyran-2-yl)-5-(4,4,5,5-tetramethyl-1,3,2-dioxaborolan-2-yl)-1H-pyrazole). The product is CC1=C(C#N)C=CC(=C1)C1=NNC=C1 (2-methyl-4-(1H-pyrazol-3-yl)benzonitrile). As a reaction SMILES: Br[C:2]1[CH:9]=[CH:8][C:5]([C:6]#[N:7])=[C:4]([CH3:10])[CH:3]=1.O1CCCCC1[N:17]1[C:21](B2OC(C)(C)C(C)(C)O2)=[CH:20][CH:19]=[N:18]1>>[CH3:10][C:4]1[CH:3]=[C:2]([C:21]2[CH:20]=[CH:19][NH:18][N:17]=2)[CH:9]=[CH:8][C:5]=1[C:6]#[N:7]. Procedure details: The title compound was synthesized using the method of Example 34(b), but starting from 4-bromo-2-methylbenzonitrile and 1-(tetrahydro-2H-pyran-2-yl)-5-(4,4,5,5-tetramethyl-1,3,2-dioxaborolan-2-yl)-1H-pyrazole. 1H-NMR (400 MHz; CDCl3): δ 2.60 (s, 3H), 6.69 (d, 1H), 7.64 (m, 2H), 7.70 (d, 1H), 7.78 (s, 1H), 10.47 (br s, 1H). The reactants are COC([C@H](N(CC1=CC=CC=C1)[P@@](=O)(C1=CC=CC=C1)CC)C)=O (N-((S)-Ethylphenylphosphinyl)-N-benzyl-D-alanine methyl ester), NO[K] (NH2OK), Cl (HCl). Run at time 16 hour. Yields the product ONC([C@@H](C)N[P@@](=O)(C1=CC=CC=C1)CC)=O (N-hydroxy-2(R)-[[(S)-ethylphenylphosphinyl]amino]-propionamide). RXN SMILES: C[O:2][C:3](=O)[C@@H:4]([CH3:23])[N:5]([P@:13]([CH2:21][CH3:22])([C:15]1[CH:20]=[CH:19][CH:18]=[CH:17][CH:16]=1)=[O:14])CC1C=CC=CC=1.[NH2:25][O:26][K].Cl>>[OH:26][NH:25][C:3](=[O:2])[C@H:4]([NH:5][P@:13]([CH2:21][CH3:22])([C:15]1[CH:20]=[CH:19][CH:18]=[CH:17][CH:16]=1)=[O:14])[CH3:23]. Procedure details: N-((S)-Ethylphenylphosphinyl)-N-benzyl-D-alanine methyl ester (105 mg, 0.30 mmol) is treated with a solution of NH2OK (1.0 mL, 1.76M in methanol) prepared as described in Fieser and Fieser, Vol. 1, p. 478. The reaction is stirred for 16 hours at which time TLC indicates completion. The reaction mixture is neutralized with 1M aqueous HCl and the volatiles are removed. The residue is purified by silica gel flash chromatography (95:5 ethyl acetate:methanol) to give N-hydroxy-2(R)-[[(S)-ethylphenylp... Procedure details: Methyl 2-cyclododecene-1-carboxylate (7.75 g; 34.6 m. moles, 85% purity as shown by G.L.C.), was added to a solution of sodium (0.9 g; 39 m. moles) in methanol (50 ml) and the mixture was allowed to stand at 50° C. for 8 hours and then at room temperature for a further 16 hours. The reaction mixture was diluted with dilute hydrochloric acid, extracted four times with ether and the combined extracts washed with dilute sodium carbonate solution. The dried (MgSO4) extract was evaporated to give met... Yields the product C1(=CCCCCCCCCCC1)C(=O)OC (methyl 1-cyclododecene-1-carboxylate). The reactants are C1(C=CCCCCCCCCC1)C(=O)OC (Methyl 2-cyclododecene-1-carboxylate), [Na] (sodium). Reaction conditions: time 8 hour. Yield: 90.3%. The solvent is CO (methanol), Cl (hydrochloric acid). RXN SMILES: [CH:1]1([C:13]([O:15][CH3:16])=[O:14])[CH2:12][CH2:11][CH2:10][CH2:9][CH2:8][CH2:7][CH2:6][CH2:5][CH2:4][CH:3]=[CH:2]1.[Na]>CO.Cl>[C:1]1([C:13]([O:15][CH3:16])=[O:14])[CH2:12][CH2:11][CH2:10][CH2:9][CH2:8][CH2:7][CH2:6][CH2:5][CH2:4][CH2:3][CH:2]=1 |^1:16|. The reactants are FC1=C(C=CC=C1)C1=NC2=C(C=CC=C2C=C1CN)C ((2-(2-fluorophenyl)-8-methylquinolin-3-yl)methanamine), [H-].[Na+] (NaH), IC1=NNC2=NC=NC(=C21)N (3-iodo-1H-pyrazolo{3,4-d}pyrimidin-4-amine). Run in CN(C)C=O (DMF). The product is FC1=C(C=CC=C1)C1=NC2=C(C=CC=C2C=C1CN1N=C(C=2C1=NC=NC2N)I)C (1-((2-(2-fluorophenyl)-8-methylquinolin-3-yl)methyl)-3-iodo-1H-pyrazolo[3,4-d]pyrimidin-4-amine). As a reaction SMILES: [F:1][C:2]1[CH:7]=[CH:6][CH:5]=[CH:4][C:3]=1[C:8]1[C:17]([CH2:18][NH2:19])=[CH:16][C:15]2[C:10](=[C:11]([CH3:20])[CH:12]=[CH:13][CH:14]=2)[N:9]=1.[H-].[Na+].[I:23][C:24]1[C:32]2[C:27](=[N:28][CH:29]=[N:30][C:31]=2N)[NH:26][N:25]=1>CN(C=O)C>[F:1][C:2]1[CH:7]=[CH:6][CH:5]=[CH:4][C:3]=1[C:8]1[C:17]([CH2:18][N:19]2[C:31]3=[N:30][CH:29]=[N:28][C:27]([NH2:26])=[C:32]3[C:24]([I:23])=[N:25]2)=[CH:16][C:15]2[C:10](=[C:11]([CH3:20])[CH:12]=[CH:13][CH:14]=2)[N:9]=1 |f:1.2|. Procedure: Prepared according to Procedure I using (2-(2-fluorophenyl)-8-methylquinolin-3-yl)methanamine (0.200 g, 0.7 mmol), NaH (0.031 g, 60% in oil, 0.77 mmol, 1.1 eq) and 3-iodo-1H-pyrazolo{3,4-d}pyrimidin-4-amine (0.201 g, 0.77 mmol, 1.1 eq) in DMF. 1-((2-(2-fluorophenyl)-8-methylquinolin-3-yl)methyl)-3-iodo-1H-pyrazolo[3,4-d]pyrimidin-4-amine [PI3Kδ IC50=4 nM] was obtained after purification as a white solid. 1H NMR (500 MHz, DMSO-d6) δ ppm 8.09 (1 H, s), 8.00 (1 H, s), 7.96 (1 H, s), 7.80 (1 H, d, J... Starting materials: O=C([O-])[O-], Cc1ccc(S(=O)(=O)OCC2CCc3cc(F)cc(Br)c3O2)cc1, OB(O)c1ccccc1Cl, [K+], [K+], C1COCCO1, O. Product: Cc1ccc(S(=O)(=O)OCC2CCc3cc(F)cc(-c4ccccc4Cl)c3O2)cc1. As a reaction SMILES: [C:35](=[O:36])([O-:37])[O-:38].[CH3:1][c:2]1[cH:3][cH:4][c:5]([S:8](=[O:9])(=[O:10])[O:11][CH2:12][CH:13]2[O:14][c:15]3[c:16]([Br:24])[cH:17][c:18]([F:23])[cH:19][c:20]3[CH2:21][CH2:22]2)[cH:6][cH:7]1.[Cl:25][c:26]1[c:27]([B:32]([OH:33])[OH:34])[cH:28][cH:29][cH:30][cH:31]1.[K+:39].[K+:40].[O:41]1[CH2:42][CH2:43][O:44][CH2:45][CH2:46]1.[OH2:47]>>[CH3:1][c:2]1[cH:3][cH:4][c:5]([S:8](=[O:9])(=[O:10])[O:11][CH2:12][CH:13]2[O:14][c:15]3[c:16](-[c:27]4[c:26]([Cl:25])[cH:31][cH:30][cH:29][cH:28]4)[cH:17][c:18]([F:23])[cH:19][c:20]3[CH2:21][CH2:22]2)[cH:6][cH:7]1. Reaction SMILES: [F:1][C:2]([F:17])([F:16])[C:3]1[CH:4]=[C:5]([N:13]=[C:14]=S)[CH:6]=[C:7]([C:9]([F:12])([F:11])[F:10])[CH:8]=1.[C:18]([CH2:20][C:21]([O:23][C:24]([CH3:27])([CH3:26])[CH3:25])=[O:22])#[N:19].S([O-])([O-])(=O)=O.[Mg+2].[CH2:34]([NH2:39])[CH2:35][CH:36](C)[CH3:37]>[Hg]=O.C(Cl)Cl>[C:24]([O:23][C:21](=[O:22])[C:20]([C:18]#[N:19])=[C:14]([NH:13][C:5]1[CH:4]=[C:3]([C:2]([F:17])([F:16])[F:1])[CH:8]=[C:7]([C:9]([F:12])([F:11])[F:10])[CH:6]=1)[NH:19][CH2:18][CH2:20][CH2:21][N:39]1[CH2:34][CH2:35][CH2:36][CH2:37][CH2:25][C:24]1=[O:23])([CH3:27])([CH3:26])[CH3:25] |f:2.3|. Conditions: time 2 hour. Starting materials: S(=O)(=O)([O-])[O-].[Mg+2] (magnesium sulfate), C(CC(C)C)N (isoamylamine), FC(C=1C=C(C=C(C1)C(F)(F)F)N=C=S)(F)F (3,5-bis(trifluoromethyl)phenylisothiocyanate), C(#N)CC(=O)OC(C)(C)C (tert-butyl cyanoacetate). Solvent: C(Cl)Cl (DCM). Product: C(C)(C)(C)OC(C(=C(NCCCN1C(CCCCC1)=O)NC1=CC(=CC(=C1)C(F)(F)F)C(F)(F)F)C#N)=O (3-[3,5-bis(trifluoromethyl)phenylamino]-2-cyano-3-[3-(2-oxoazepan-1-yl) propylamino]acrylic acid tert-butyl ester). The reagents and catalysts are [Hg]=O (mercury(II) oxide). Yield: 39.0%. Procedure details: To a mixture of 3,5-bis(trifluoromethyl)phenylisothiocyanate (2.83 g, 10.4 mmol), DCM (20 mL) and tert-butyl cyanoacetate (1.65 mL, 11.6 mmol) DBU (4.0 mL, 26.8 mmol) was added, whereby an exothermic reaction occurred. The resulting mixture was stirred at room temperature for 2 h, and then magnesium sulfate (2.0 g), isoamylamine (2.35 mL) and mercury(II) oxide (6.80 g, 31.4 mmol) were added. After stirring for 25 h, the mixture was mixed with celite, filtered, and the filtrate was mixed with 0.5... Starting materials: ClC1=CC=C(C=C1)C=1SC(=C(N1)C)CC(=O)O (2-[2-(4-chlorophenyl)-4-methylthiazol-5-yl]acetic acid), C(C)(C)(C)OC(=O)N1CC(CCC1)N (1-(tert-butoxycarbonyl)-3-aminopiperidine). Product: C(C)(C)(C)OC(=O)N1CC(CCC1)NC(CC1=C(N=C(S1)C1=CC=C(C=C1)Cl)C)=O (N-[1-(tert-Butoxycarbonyl)piperidin-3-yl]-2-[2-(4-chlorophenyl)-4-methylthiazol-5-yl]acetamide). The yield is 59.0%. RXN SMILES: [Cl:1][C:2]1[CH:7]=[CH:6][C:5]([C:8]2[S:9][C:10]([CH2:14][C:15]([OH:17])=O)=[C:11]([CH3:13])[N:12]=2)=[CH:4][CH:3]=1.[C:18]([O:22][C:23]([N:25]1[CH2:30][CH2:29][CH2:28][CH:27]([NH2:31])[CH2:26]1)=[O:24])([CH3:21])([CH3:20])[CH3:19]>>[C:18]([O:22][C:23]([N:25]1[CH2:30][CH2:29][CH2:28][CH:27]([NH:31][C:15](=[O:17])[CH2:14][C:10]2[S:9][C:8]([C:5]3[CH:4]=[CH:3][C:2]([Cl:1])=[CH:7][CH:6]=3)=[N:12][C:11]=2[CH3:13])[CH2:26]1)=[O:24])([CH3:21])([CH3:19])[CH3:20]. Procedure: Using 2-[2-(4-chlorophenyl)-4-methylthiazol-5-yl]acetic acid (1.60 g, 5.99 mmol) and 1-(tert-butoxycarbonyl)-3-aminopiperidine (1.20 g, 5.99 mmol), the same procedure was followed as in Step 1a of Example 1 to give 1.59 g (59%) of the desired compound as a colorless powder.